This data is from the Open Reaction Database (ORD), a public repository of structured organic reaction records. The task is: describe an organic reaction: reactants, conditions, products, and yield Starting materials: C(C=C)C1(CCNCC1)C(=O)OC (methyl 4-allylpiperidine-4-carboxylate), C(C1=CC=CC=C1)OC(=O)ON1C(CCC1=O)=O (N-(benzyloxycarbonyloxy)succinimide), C(C)(C)N(C(C)C)CC (N,N-diisopropylethylamine). The solvent is CC#N (CH3CN). Run at time 16 hour. Product: C(C=C)C1(CCN(CC1)C(=O)OCC1=CC=CC=C1)C(=O)OC (1-Benzyl 4-methyl 4-allylpiperidine-1,4-dicarboxylate). Reaction SMILES: [CH2:1]([C:4]1([C:10]([O:12][CH3:13])=[O:11])[CH2:9][CH2:8][NH:7][CH2:6][CH2:5]1)[CH:2]=[CH2:3].[CH2:14]([O:21][C:22](ON1C(=O)CCC1=O)=[O:23])[C:15]1[CH:20]=[CH:19][CH:18]=[CH:17][CH:16]=1.C(N(CC)C(C)C)(C)C>CC#N>[CH2:1]([C:4]1([C:10]([O:12][CH3:13])=[O:11])[CH2:9][CH2:8][N:7]([C:22]([O:21][CH2:14][C:15]2[CH:20]=[CH:19][CH:18]=[CH:17][CH:16]=2)=[O:23])[CH2:6][CH2:5]1)[CH:2]=[CH2:3]. Reported procedure: A mixture of methyl 4-allylpiperidine-4-carboxylate from Step A (5.30 g, 24.2 mmol), N-(benzyloxycarbonyloxy)succinimide (7.25 g, 29.1 mmol), and N,N-diisopropylethylamine (12.7 mL, 72.7 mmol) in CH3CN (61 mL) was stirred for 16 h. The solvent was removed in vacuo and the residue was partitioned between EtOAc (100 mL) and saturated NaHCO3 (100 mL). The organic layer was separated and the aqueous layer was further extracted with EtOAc (2×100 mL). The combined organic extracts were concentrated in... Reaction conditions: time 15 minute. Procedure details: A solution of 3-bromopyridine (103 mg) in 2.5 ml of ether is cooled to −78° C. under N2 and to this is added drop-wise a BuLi solution (0.375 ml, 1.6 M in hex). After stirring for 15 min, a solution of 15 (150 mg) in THF is added drop-wise. Stirring is continued for 20 min at −78° C., the red colored reaction mixture is quenched with water (5 ml) and the cooling bath is removed. Water (25 ml) and EtOAc (30 ml) are added. After washing, the layers are separated, the organic layer is washed with b... The reactants are [Li]CCCC (BuLi), BrC=1C=NC=CC1 (3-bromopyridine), ClC1=CC=C(C=C1)C1=NSC(=C1C=O)C1=CC=CC=C1 (3-(4-Chloro-phenyl)-5-phenyl-isothiazole-4-carbaldehyde). As a reaction SMILES: Br[C:2]1[CH:3]=[N:4][CH:5]=[CH:6][CH:7]=1.[Li]CCCC.[Cl:13][C:14]1[CH:19]=[CH:18][C:17]([C:20]2[C:24]([CH:25]=[O:26])=[C:23]([C:27]3[CH:32]=[CH:31][CH:30]=[CH:29][CH:28]=3)[S:22][N:21]=2)=[CH:16][CH:15]=1>CCOCC.C1COCC1>[Cl:13][C:14]1[CH:15]=[CH:16][C:17]([C:20]2[C:24]([CH:25]([C:2]3[CH:3]=[N:4][CH:5]=[CH:6][CH:7]=3)[OH:26])=[C:23]([C:27]3[CH:28]=[CH:29][CH:30]=[CH:31][CH:32]=3)[S:22][N:21]=2)=[CH:18][CH:19]=1. Product: ClC1=CC=C(C=C1)C1=NSC(=C1C(O)C=1C=NC=CC1)C1=CC=CC=C1 ([3-(4-Chloro-phenyl)-5-phenyl-isothiazol-4-yl]-pyridin-3-yl-methanol). Run in CCOCC (ether), C1CCOC1 (THF). Isolated yield 105.5%. The reactants are COC1COCCC1(OC)OC (3,4,4-trimethoxytetrahydro-2H-pyran), Cl (HCl). Run in C1CCOC1.O (THF H2O). Reaction conditions: time 1 hour. The product is COC1COCCC1=O (3-Methoxytetrahydro-4H-pyran-4-one). As a reaction SMILES: [CH3:1][O:2][CH:3]1[C:8](OC)([O:9]C)[CH2:7][CH2:6][O:5][CH2:4]1.Cl>C1COCC1.O>[CH3:1][O:2][CH:3]1[C:8](=[O:9])[CH2:7][CH2:6][O:5][CH2:4]1 |f:2.3|. Procedure details: To a solution of 3,4,4-trimethoxytetrahydro-2H-pyran (4 g, 20 mmol) in THF/H2O (60 mL/10 mL) was added concentrated HCl (6 mL). After being stirred for 1 h, THF was removed in vacuo. The aqueous solution was extracted with ether (3×100 mL). The extracts were dried and concentrated in vacuo to provide the desired product. 1H NMR (CDCl3) δ 4.30-4.10 (2H, m), 3.75-3.65 (2H, m), 3.60-3.50 (1H, m), 3.50 (3H, s), 2.70-2.50 (2H, m).